Task: describe an organic reaction: reactants, conditions, products, and yield. Dataset: the Open Reaction Database (ORD), a public repository of structured organic reaction records Starting materials: [Li]CCCC, CCCC[Sn](Cl)(CCCC)CCCC, CC1(C)COC(c2cccs2)=N1, Cc1ccccc1, O=[N+]([O-])c1ccccc1CBr. The product is CC1(C)COC(c2sccc2Cc2ccccc2[N+](=O)[O-])=N1. Reaction SMILES: [CH2:13]([Li:14])[CH2:15][CH2:16][CH3:17].[CH2:18]([Sn:19]([Cl:20])([CH2:21][CH2:22][CH2:23][CH3:24])[CH2:25][CH2:26][CH2:27][CH3:28])[CH2:29][CH2:30][CH3:31].[CH3:1][C:2]1([CH3:12])[N:3]=[C:4]([c:7]2[s:8][cH:9][cH:10][cH:11]2)[O:5][CH2:6]1.[CH3:43][c:44]1[cH:45][cH:46][cH:47][cH:48][cH:49]1.[N+:32](=[O:33])([O-:34])[c:35]1[c:36]([CH2:37][Br:38])[cH:39][cH:40][cH:41][cH:42]1>>[CH3:1][C:2]1([CH3:12])[N:3]=[C:4]([c:7]2[s:8][cH:9][cH:10][c:11]2[CH2:37][c:36]2[c:35]([N+:32](=[O:33])[O-:34])[cH:42][cH:41][cH:40][cH:39]2)[O:5][CH2:6]1. Reactants: ClCCl, O=S(Cl)Cl, OCc1cccc(Nc2ccncc2)n1. The product is ClCc1cccc(Nc2ccncc2)n1. Reaction SMILES: [Cl:20][CH2:21][Cl:22].[S:16]([Cl:17])([Cl:18])=[O:19].[n:1]1[cH:2][cH:3][c:4]([NH:7][c:8]2[cH:9][cH:10][cH:11][c:12]([CH2:14][OH:15])[n:13]2)[cH:5][cH:6]1>>[n:1]1[cH:2][cH:3][c:4]([NH:7][c:8]2[cH:9][cH:10][cH:11][c:12]([CH2:14][Cl:18])[n:13]2)[cH:5][cH:6]1.